From a dataset of the Open Reaction Database (ORD), a public repository of structured organic reaction records. describe an organic reaction: reactants, conditions, products, and yield Starting materials: C(C1=CC=CC=C1)OC(=O)C1=CC(=C(C=C1)O)C(=O)OCC1=CC=CC=C1 (4-hydroxy-1,3-benzenedicarboxylate dibenzyl ester), C([O-])([O-])=O.[K+].[K+] (potassium carbonate), COC(CBr)=O (methylbromoacetate). The solvent is C(C)(=O)OCC (ethyl acetate), CN(C)C=O (DMF). Conditions: temperature 50 celsius, time 120 hour. Product: C(C1=CC=CC=C1)OC(C1=CC(C(=O)OCC2=CC=CC=C2)=C(C=C1)OCC(=O)OC)=O (4-Methoxycarbonylmethoxy-isophthalic acid dibenzyl ester). The yield is 54.3%. Reaction SMILES: [CH2:1]([O:8][C:9]([C:11]1[CH:16]=[CH:15][C:14]([OH:17])=[C:13]([C:18]([O:20][CH2:21][C:22]2[CH:27]=[CH:26][CH:25]=[CH:24][CH:23]=2)=[O:19])[CH:12]=1)=[O:10])[C:2]1[CH:7]=[CH:6][CH:5]=[CH:4][CH:3]=1.C(=O)([O-])[O-].[K+].[K+].[CH3:34][O:35][C:36](=[O:39])[CH2:37]Br>CN(C=O)C.C(OCC)(=O)C>[CH2:1]([O:8][C:9](=[O:10])[C:11]1[CH:16]=[CH:15][C:14]([O:17][CH2:37][C:36]([O:35][CH3:34])=[O:39])=[C:13]([C:18]([O:20][CH2:21][C:22]2[CH:27]=[CH:26][CH:25]=[CH:24][CH:23]=2)=[O:19])[CH:12]=1)[C:2]1[CH:3]=[CH:4][CH:5]=[CH:6][CH:7]=1 |f:1.2.3|. Reported procedure: In DMF (15 mL) was stirred 4-hydroxy-1,3-benzenedicarboxylate dibenzyl ester (500 mg, 1.4 mmol) and potassium carbonate (276 mg, 2.0 mmol). To this was added methylbromoacetate (230 mg, 1.5 mmol) and the solution warmed to 50° C. and stirred 120 hours. The mixture filtered free of insoluble material and the DMF solution evaporated at reduced pressure to give a red oil. The oil was dissolved in ethyl acetate (50 mL) and washed successively with 10% citric acid (50 ML), saturated sodium bicarbonat... The reactants are CCOC(=O)C1CCC(=O)CC1 (Ethyl cyclohexanone-4-carboxylate), O (water), C(CO)O (ethylene glycol), C1(=CC=C(C=C1)S(=O)(=O)O)C (p-toluenesulfonic acid). Run in C1=CC=CC=C1 (benzene). Run at time 1 hour. Product: C1COC2(CCC(CC2)CO)O1 (4-Hydroxymethylcyclohexanone ethylene ketal). Reaction SMILES: CCO[C:4]([CH:6]1[CH2:12][CH2:11][C:9](=[O:10])[CH2:8][CH2:7]1)=[O:5].[CH2:13](O)[CH2:14][OH:15].C1(C)C=CC(S(O)(=O)=O)=CC=1.O>C1C=CC=CC=1>[CH2:13]1[O:10][C:9]2([CH2:8][CH2:7][CH:6]([CH2:4][OH:5])[CH2:12][CH2:11]2)[O:15][CH2:14]1. Procedure details: Ethyl cyclohexanone-4-carboxylate (335 g.), 550 ml. ethylene glycol and 21 g. of p-toluenesulfonic acid in 5.5 liters of benzene were heated at reflux with stirring for twenty-four hours while water was separated by means of a water trap. The mixture was cooled and poured into 4 liters of ice water. The benzene layer was separated, washed with 1 liter of 5% sodium bicarbonate, 1 liter of water and 1 liter of saturated sodium chloride solution, dried and evaporated to dryness to give, after disti... Reactants: ClC=1C2C(C=C3C(OC(=NC13)C=1N(N=C(C1)C(F)(F)F)C1=NC=CC=C1Cl)=O)N=C(S2)OC (4-chloro-6-[2-(3-chloro-pyridin-2-yl)-5-trifluoromethyl-2H-pyrazol-3-yl]-2-methoxy-3a,9a-dihydro-7-oxa-3-thia-1,5-diaza-cyclopenta[b]naphthalen-8-one), C1(CC1)CN (cyclopropanemethylamine). RXN SMILES: [Cl:1][C:2]1[CH:3]2[S:31][C:30]([O:32][CH3:33])=[N:29][CH:4]2[CH:5]=[C:6]2[C:11]=1[N:10]=[C:9]([C:12]1[N:13]([C:21]3[C:26]([Cl:27])=[CH:25][CH:24]=[CH:23][N:22]=3)[N:14]=[C:15]([C:17]([F:20])([F:19])[F:18])[CH:16]=1)[O:8][C:7]2=[O:28].[CH:34]1([CH2:37][NH2:38])[CH2:36][CH2:35]1>>[CH:34]1([CH2:37][NH:38][C:7]([C:6]2[C:11]([NH:10][C:9]([C:12]3[N:13]([C:21]4[C:26]([Cl:27])=[CH:25][CH:24]=[CH:23][N:22]=4)[N:14]=[C:15]([C:17]([F:19])([F:20])[F:18])[CH:16]=3)=[O:8])=[C:2]([Cl:1])[CH:3]3[S:31][C:30]([O:32][CH3:33])=[N:29][CH:4]3[CH:5]=2)=[O:28])[CH2:36][CH2:35]1. Procedure details: See step f) of example H2 using 4-chloro-6-[2-(3-chloro-pyridin-2-yl)-5-trifluoromethyl-2H-pyrazol-3-yl]-2-methoxy-3a,9a-dihydro-7-oxa-3-thia-1,5-diaza-cyclopenta[b]naphthalen-8-one as starting material and cyclopropanemethylamine. After overnight reaction and chromatography column purification, the expected product is obtained within 34%; LC/MS: 585/587 (M+1)+; m.p.: 199-201° C. Product: C1(CC1)CNC(=O)C=1C(=C(C2C(N=C(S2)OC)C1)Cl)NC(=O)C=1N(N=C(C1)C(F)(F)F)C1=NC=CC=C1Cl (7-chloro-6-{[2-(3-chloro-pyridin-2-yl)-5-trifluoromethyl-2H-pyrazole-3-carbonyl]-amino}-2-methoxy-3a,7a-dihydro-benzothiazole-5-carboxylic acid cyclopropylmethyl-amide). Reactants: Cl.O1COC2=C1C=CC(=C2)CN(C)CCCl (benzo[1,3]dioxol-5-ylmethyl-(2-chloro-ethyl)-methyl-amine hydrochloride salt), C(C)(C)N(CC)C(C)C (diisopropylethylamine), [I-].[K+] (potassium iodide), N1(C=NC=C1)C1=NC(=CC(=N1)C)C1NCCC1 (2-imidazol-1-yl-4-methyl-6-pyrrolidin-2-yl-pyrimidine). Run in CN(C)C=O (DMF), CN(C)C=O (DMF). Conditions: temperature 80 celsius. Product: O1COC2=C1C=CC(=C2)CNCCN2C(CCC2)C2=NC(=NC(=C2)C)N2C=NC=C2 (benzo[1,3]dioxol-5-ylmethyl-{2-[2-(2-imidazol-1-yl-6-methyl-pyrimidin-4-yl)-pyrrolidin-1-yl]-ethyl}-amine). Isolated yield 60.7%. RXN SMILES: [N:1]1([C:6]2[N:11]=[C:10]([CH3:12])[CH:9]=[C:8]([CH:13]3[CH2:17][CH2:16][CH2:15][NH:14]3)[N:7]=2)[CH:5]=[CH:4][N:3]=[CH:2]1.Cl.[O:19]1[C:23]2[CH:24]=[CH:25][C:26]([CH2:28][N:29]([CH2:31][CH2:32]Cl)C)=[CH:27][C:22]=2[O:21][CH2:20]1.C(N(C(C)C)CC)(C)C.[I-].[K+]>CN(C=O)C>[O:19]1[C:23]2[CH:24]=[CH:25][C:26]([CH2:28][NH:29][CH2:31][CH2:32][N:14]3[CH2:15][CH2:16][CH2:17][CH:13]3[C:8]3[CH:9]=[C:10]([CH3:12])[N:11]=[C:6]([N:1]4[CH:5]=[CH:4][N:3]=[CH:2]4)[N:7]=3)=[CH:27][C:22]=2[O:21][CH2:20]1 |f:1.2,4.5|. Reported procedure: A solution of 2-imidazol-1-yl-4-methyl-6-pyrrolidin-2-yl-pyrimidine (2.1 g, 9.2 mmol) in DMF (15 mL) was added all at once to a stirred mixture of benzo[1,3]dioxol-5-ylmethyl-(2-chloro-ethyl)-methyl-amine hydrochloride salt (2.2 g, 8.1 mmol), DMF (10 mL) and diisopropylethylamine (2.5 mL) at ambient temperature under nitrogen. A catalytic amount of potassium iodide (340 mg, 2.0 mmol) is then added. The mixture is heated to 80° C. for 3 h. The solution is then cooled to room temperature, quenched... Reactants: CN(C)C1=CC=C(C(C2=CC=C(C=C2)N(C)C)O)C=C1 (4,4'-bis(N,N-dimethylamino)benzhydrol), COC (methyl ether), ClC1=CC=C(NC(CO)=O)C=C1 (p-chloroglycolanilide), O1CCCC1 (tetrahydro-furan). Solvent: C(C)(=O)O (acetic acid), CCCCCC (n-hexane). Product: ClC1=CC=C(NC(COC(C2=CC=C(C=C2)N(C)C)C2=CC=C(C=C2)N(C)C)=O)C=C1 (4'Chloro-2[-bis(p-dimethylaminophenyl)methoxy]acetanilide). Reaction SMILES: [CH3:1][N:2]([C:4]1[CH:20]=[CH:19][C:7]([CH:8]([OH:18])[C:9]2[CH:14]=[CH:13][C:12]([N:15]([CH3:17])[CH3:16])=[CH:11][CH:10]=2)=[CH:6][CH:5]=1)[CH3:3].COC.[Cl:24][C:25]1[CH:35]=[CH:34][C:28]([NH:29][C:30](=[O:33])[CH2:31]O)=[CH:27][CH:26]=1.O1CCCC1>C(O)(=O)C.CCCCCC>[Cl:24][C:25]1[CH:35]=[CH:34][C:28]([NH:29][C:30](=[O:33])[CH2:31][O:18][CH:8]([C:7]2[CH:19]=[CH:20][C:4]([N:2]([CH3:1])[CH3:3])=[CH:5][CH:6]=2)[C:9]2[CH:14]=[CH:13][C:12]([N:15]([CH3:16])[CH3:17])=[CH:11][CH:10]=2)=[CH:27][CH:26]=1. Procedure: A solution of 4,4'-bis(N,N-dimethylamino)benzhydrol, methyl ether, (8.0 g, 0.028 mole), p-chloroglycolanilide (5.23 g, 0.028 mole), 170 ml of tetrahydro-furan, 120 ml of n-hexane, and 4.5 ml of glacial acetic acid was refluxed for about 8.5 hours, replacing solvent as distillate was removed. Color was then discharged by the addition of 20 drops of tetramethylguanidine and the solution was filtered hot. Hexane was added to the filtrate, yielding a light green oil. The oil was removed and the hexa... Reactants: C(c1ccccc1N)=O, CC1=CN=C(C=C1)N, [C-]#[N+]C1CCCCC1. The reagents and catalysts are O=C(O)C(F)(F)F (trifluoroacetic acid). Run in CC(C)O (isopropyl alcohol), CC(C)O (isopropylalcohol). Conditions: temperature 22 celsius, time 20 hour. Yields the product Cc1ccc2nc(c3ccccc3N)c(NC3CCCCC3)n2c1. Isolated yield 0.8%. Reaction SMILES: CC1=CC=C(N)N=C1.[C-]#[N+]C1CCCCC1.NC1=CC=CC=C1C=O>>CC1=CN2C(C=C1)=NC(=C2NC1CCCCC1)C1=C(N)C=CC=C1.